From a dataset of the Open Reaction Database (ORD), a public repository of structured organic reaction records. describe an organic reaction: reactants, conditions, products, and yield Reactants: COc1ccc(Br)c(O)c1, OCCC1CN(Cc2ccccc2)CCN1, CC(C)(C)OC(=O)N=NC(=O)OC(C)(C)C, C1CCOC1, c1ccc(P(c2ccccc2)c2ccccc2)cc1. As a reaction SMILES: [Br:17][c:18]1[c:19]([OH:26])[cH:20][c:21]([O:24][CH3:25])[cH:22][cH:23]1.[CH2:1]([c:2]1[cH:3][cH:4][cH:5][cH:6][cH:7]1)[N:8]1[CH2:9][CH:10]([CH2:14][CH2:15][OH:16])[NH:11][CH2:12][CH2:13]1.[N:27]([C:28]([O:29][C:30]([CH3:31])([CH3:32])[CH3:33])=[O:34])=[N:35][C:36]([O:37][C:38]([CH3:39])([CH3:40])[CH3:41])=[O:42].[O:62]1[CH2:63][CH2:64][CH2:65][CH2:66]1.[c:43]1([P:44]([c:45]2[cH:46][cH:47][cH:48][cH:49][cH:50]2)[c:51]2[cH:52][cH:53][cH:54][cH:55][cH:56]2)[cH:57][cH:58][cH:59][cH:60][cH:61]1>>[CH2:1]([c:2]1[cH:3][cH:4][cH:5][cH:6][cH:7]1)[N:8]1[CH2:9][CH:10]([CH2:14][CH2:15][O:16][c:19]2[c:18]([Br:17])[cH:23][cH:22][c:21]([O:24][CH3:25])[cH:20]2)[NH:11][CH2:12][CH2:13]1. The product is COc1ccc(Br)c(OCCC2CN(Cc3ccccc3)CCN2)c1. The reactants are FC=1C=C(C(=O)NCCC(=O)OC)C=CC1C(CCC)NC=1C=NC(=CC1)N1N=CC(=C1)C(F)(F)F (methyl 3-(3-fluoro-4-(1-(6-(4-(trifluoromethyl)-1H-pyrazol-1-yl)pyridin-3-ylamino)butyl)benzamido)propanoate), C(=O)=O (CO2), C(=O)=O (CO2). The product is FC=1C=C(C(=O)NCCC(=O)O)C=CC1C(CCC)NC=1C=NC(=CC1)N1N=CC(=C1)C(F)(F)F (3-(3-fluoro-4-(1-(6-(4-(trifluoromethyl)-1H-pyrazol-1-yl)pyridin-3-ylamino)butyl)benzamido)propanoic acid). As a reaction SMILES: [F:1][C:2]1[CH:3]=[C:4]([CH:14]=[CH:15][C:16]=1[CH:17]([NH:21][C:22]1[CH:23]=[N:24][C:25]([N:28]2[CH:32]=[C:31]([C:33]([F:36])([F:35])[F:34])[CH:30]=[N:29]2)=[CH:26][CH:27]=1)[CH2:18][CH2:19][CH3:20])[C:5]([NH:7][CH2:8][CH2:9][C:10]([O:12]C)=[O:11])=[O:6].C(=O)=O>>[F:1][C:2]1[CH:3]=[C:4]([CH:14]=[CH:15][C:16]=1[CH:17]([NH:21][C:22]1[CH:23]=[N:24][C:25]([N:28]2[CH:32]=[C:31]([C:33]([F:35])([F:34])[F:36])[CH:30]=[N:29]2)=[CH:26][CH:27]=1)[CH2:18][CH2:19][CH3:20])[C:5]([NH:7][CH2:8][CH2:9][C:10]([OH:12])=[O:11])=[O:6]. Procedure details: The title compound was prepared by a method analogous to that described for Example 109, using Isomer 2 of methyl 3-(3-fluoro-4-(1-(6-(4-(trifluoromethyl)-1H-pyrazol-1-yl)pyridin-3-ylamino)butyl)benzamido)propanoate in Step C. 1H NMR (400 MHz, CD3OD, δ): 8.57 (s, 1H), 7.77 (s, 1H), 7.63 (s, 1H), 7.50 (d, J=8.4 Hz, 1H), 7.43-7.46 (m, 2H), 7.34-7.38 (m, 1H), 6.94 (d, J=8.4 Hz, 1H), 4.66 (t, J=7.2 Hz, 1H), 3.48 (t, J=7.2 Hz, 2H), 2.50 (t J=6.8 Hz, 2H), 1.67-1.82 (m, 2H), 1.29-1.48 (m, 2H), 0.89 (t,... Starting materials: C[Al](C)C, Cl, CCOC(=O)c1cn2nc(Nc3sc(-c4c(F)cc(C(C)(C)O)cc4F)cc3C(N)=O)ccc2n1, C1CCOC1, OC1CNC1. Yields the product CC(C)(O)c1cc(F)c(-c2cc(C(N)=O)c(Nc3ccc4nc(C(=O)N5CC(O)C5)cn4n3)s2)c(F)c1. RXN SMILES: [CH3:36][Al:37]([CH3:38])[CH3:39].[ClH:40].[NH2:1][C:2](=[O:3])[c:4]1[c:5]([NH:21][c:22]2[cH:23][cH:24][c:25]3[n:26]([n:27]2)[cH:28][c:29]([C:31](=[O:32])[O:33][CH2:34][CH3:35])[n:30]3)[s:6][c:7](-[c:9]2[c:10]([F:20])[cH:11][c:12]([C:16]([CH3:17])([CH3:18])[OH:19])[cH:13][c:14]2[F:15])[cH:8]1.[O:46]1[CH2:47][CH2:48][CH2:49][CH2:50]1.[OH:41][CH:42]1[CH2:43][NH:44][CH2:45]1>>[NH2:1][C:2](=[O:3])[c:4]1[c:5]([NH:21][c:22]2[cH:23][cH:24][c:25]3[n:26]([n:27]2)[cH:28][c:29]([C:31](=[O:32])[N:44]2[CH2:43][CH:42]([OH:41])[CH2:45]2)[n:30]3)[s:6][c:7](-[c:9]2[c:10]([F:20])[cH:11][c:12]([C:16]([CH3:17])([CH3:18])[OH:19])[cH:13][c:14]2[F:15])[cH:8]1. Reactants: CCN=C=NCCCN(C)C, CCN(C(C)C)C(C)C, O=C(O)c1cc2cc(Cl)ccc2[nH]1, Cl, Cl, NC1Cc2ccccc2CNC1=O, C1CCOC1, On1nnc2cccnc21. Product: O=C(NC1Cc2ccccc2CNC1=O)c1cc2cc(Cl)ccc2[nH]1. Reaction SMILES: [CH3:39][N:40]([CH3:41])[CH2:42][CH2:43][CH2:44][N:45]=[C:46]=[N:47][CH2:48][CH3:49].[CH:50]([N:51]([CH:52]([CH3:53])[CH3:54])[CH2:55][CH3:56])([CH3:57])[CH3:58].[Cl:15][c:16]1[cH:17][c:18]2[cH:19][c:20]([C:25](=[O:26])[OH:27])[nH:21][c:22]2[cH:23][cH:24]1.[ClH:1].[ClH:38].[NH2:2][CH:3]1[C:4](=[O:14])[NH:5][CH2:6][c:7]2[c:8]([cH:10][cH:11][cH:12][cH:13]2)[CH2:9]1.[O:59]1[CH2:60][CH2:61][CH2:62][CH2:63]1.[OH:28][n:29]1[c:30]2[n:31][cH:32][cH:33][cH:34][c:35]2[n:36][n:37]1>>[NH:2]([CH:3]1[C:4](=[O:14])[NH:5][CH2:6][c:7]2[c:8]([cH:10][cH:11][cH:12][cH:13]2)[CH2:9]1)[C:25]([c:20]1[cH:19][c:18]2[cH:17][c:16]([Cl:15])[cH:24][cH:23][c:22]2[nH:21]1)=[O:26].